Dataset: the Open Reaction Database (ORD), a public repository of structured organic reaction records. Task: describe an organic reaction: reactants, conditions, products, and yield Starting materials: C(C1=CC=CC=C1)OC=1C=C2CC(CC2=CC1)CNC(=O)OC(C)(C)C (5-benzyloxy-2-(t-butoxycarbonylaminomethyl)indane). The reagents and catalysts are [C].[Pd] (palladium-carbon). Solvent: CO (methanol). Conditions: time 4 hour. The product is C(C)(C)(C)OC(=O)NCC1CC2=CC=C(C=C2C1)O (2-(t-Butoxycarbonylaminomethyl)-5-hydroxyindane). Yield: 94.0%. Reaction SMILES: C([O:8][C:9]1[CH:10]=[C:11]2[C:15](=[CH:16][CH:17]=1)[CH2:14][CH:13]([CH2:18][NH:19][C:20]([O:22][C:23]([CH3:26])([CH3:25])[CH3:24])=[O:21])[CH2:12]2)C1C=CC=CC=1>CO.[C].[Pd]>[C:23]([O:22][C:20]([NH:19][CH2:18][CH:13]1[CH2:12][C:11]2[C:15](=[CH:16][CH:17]=[C:9]([OH:8])[CH:10]=2)[CH2:14]1)=[O:21])([CH3:26])([CH3:24])[CH3:25] |f:2.3|. Procedure details: Dissolved in 100 ml of methanol were 3.53 g (10.0 mmol) of 5-benzyloxy-2-(t-butoxycarbonylaminomethyl)indane. After 0.3 g of 10% palladium-carbon was added to the solution, the mixture was stirred for 4 hours under a hydrogen atmosphere. The catalyst was separated by filtration, and the filtrate was concentrated under reduced pressure. The residue was purified by column chromatography on silica gel (ethyl acetate:hexane=1:2) to obtain 2.79 g of a colorless oily substance. Yield: 94%. Reactants: 57, ClC(C)NC(=O)Cl (1-chloroethylcarbamyl chloride), C(CCCCCN=C=O)N=C=O (hexamethylene diisocyanate), 572, C(CCCCCN=C=O)N=C=O (hexamethylene diisocyanate). Reaction conditions: temperature -100 celsius. Product: C(=C)N=C=O (vinyl isocyanate), ClC(C)N=C=O (1-chloroethyl isocyanate). Yield: 16.1%. As a reaction SMILES: [Cl:1][CH:2]([NH:4][C:5](Cl)=[O:6])[CH3:3].C(N=C=O)CCCCCN=C=O>>[CH:2]([N:4]=[C:5]=[O:6])=[CH2:3].[Cl:1][CH:2]([N:4]=[C:5]=[O:6])[CH3:3]. Reported procedure: A solution of 57 parts of 1-chloroethylcarbamyl chloride in 100 parts by volume of hexamethylene diisocyanate is introduced slowly at 100° C., in the course of half an hour, under the surface of 572 parts of hexamethylene diisocyanate. At the same time nitrogen is blown through the solution and the exit gas is cooled to -100° C. by means of a cold trap. The reaction mixture is subjected to fractional distillation. 10.2 parts (36.8% of theory) of vinyl isocyanate of boiling point 38.5° C./1,013 m... Starting materials: ClC1=CC2=C(N(C(=N2)CN2N=C(C=3C2=CN=CC3)S(=O)(=O)C)[C@H]3CNCC3)C=C1 ((R)-1-((5-chloro-1-(pyrrolidin-3-yl)-1H-benzo[d]imidazol-2-yl)methyl)-3-(methylsulfonyl)-1H-pyrazolo[3,4-c]pyridine), FC(S(=O)(=O)OCC(F)(F)F)(F)F (2,2,2-trifluoroethyl trifluoromethanesulfonate), FC(S(=O)(=O)OCC(F)(F)F)(F)F (2,2,2-trifluoroethyl trifluoromethanesulfonate). Yields the product ClC1=CC2=C(N(C(=N2)CN2N=C(C=3C2=CN=CC3)S(=O)(=O)C)[C@H]3CN(CC3)CC(F)(F)F)C=C1 (1-({5-Chloro-1-[(3R)-1-(2,2,2-trifluoroethyl)pyrrolidin-3-yl]-1H-benzimidazol-2-yl}methyl)-3-(methylsulfonyl)-1H-pyrazolo[3,4-c]pyridine). As a reaction SMILES: [Cl:1][C:2]1[CH:29]=[CH:28][C:5]2[N:6]([C@@H:23]3[CH2:27][CH2:26][NH:25][CH2:24]3)[C:7]([CH2:9][N:10]3[C:14]4=[CH:15][N:16]=[CH:17][CH:18]=[C:13]4[C:12]([S:19]([CH3:22])(=[O:21])=[O:20])=[N:11]3)=[N:8][C:4]=2[CH:3]=1.FC(F)(F)S(O[CH2:36][C:37]([F:40])([F:39])[F:38])(=O)=O>>[Cl:1][C:2]1[CH:29]=[CH:28][C:5]2[N:6]([C@@H:23]3[CH2:27][CH2:26][N:25]([CH2:36][C:37]([F:40])([F:39])[F:38])[CH2:24]3)[C:7]([CH2:9][N:10]3[C:14]4=[CH:15][N:16]=[CH:17][CH:18]=[C:13]4[C:12]([S:19]([CH3:22])(=[O:20])=[O:21])=[N:11]3)=[N:8][C:4]=2[CH:3]=1. Reported procedure: The title compound was prepared in analogy to Example 2-19 by using (R)-1-((5-chloro-1-(pyrrolidin-3-yl)-1H-benzo[d]imidazol-2-yl)methyl)-3-(methylsulfonyl)-1H-pyrazolo[3,4-c]pyridine and 2,2,2-trifluoroethyl trifluoromethanesulfonate instead of (S)-1-((5-chloro-1-(pyrrolidin-3-yl)-1H-benzo[d]imidazol-2-yl)methyl)-3-(methylsulfonyl)-1H-pyrazolo[3,4-c]pyridine and 2,2,2-trifluoroethyl trifluoromethanesulfonate. Starting materials: CC(C)=O, COC(CN(C(=O)CCOCCc1cccc(-c2cnco2)c1)C1CCCCC1)OC, Cl. Yields the product O=CCN(C(=O)CCOCCc1cccc(-c2cnco2)c1)C1CCCCC1. Reaction SMILES: [CH3:33][C:34](=[O:35])[CH3:36].[CH:1]1([N:7]([C:8]([CH2:9][CH2:10][O:11][CH2:12][CH2:13][c:14]2[cH:15][c:16](-[c:20]3[cH:21][n:22][cH:23][o:24]3)[cH:17][cH:18][cH:19]2)=[O:25])[CH2:26][CH:27]([O:28][CH3:31])[O:29][CH3:30])[CH2:2][CH2:3][CH2:4][CH2:5][CH2:6]1.[ClH:32]>>[CH:1]1([N:7]([C:8]([CH2:9][CH2:10][O:11][CH2:12][CH2:13][c:14]2[cH:15][c:16](-[c:20]3[cH:21][n:22][cH:23][o:24]3)[cH:17][cH:18][cH:19]2)=[O:25])[CH2:26][CH:27]=[O:28])[CH2:2][CH2:3][CH2:4][CH2:5][CH2:6]1. Starting materials: O1C(CCCC1)O[C@H]1C2C(OC1)[C@H](CO2)OCC2=CC=C(C=C2)C=CC2=CC=C(C=C2)OCCCCCC (4-{3(R)-(tetrahydropyran-2-yloxy)-hexahydrofuro[3,2-b]furan-6(S)-yloxymethyl}-4′-hexyloxystilbene), Cl (hydrochloric acid). The solvent is C(C)O (ethanol). Procedure details: The crude (E) 4-{3(R)-(tetrahydropyran-2-yloxy)-hexahydrofuro[3,2-b]furan-6(S)-yloxymethyl}-4′-hexyloxystilbene (19) was dissolved in 10 ml of ethanol and 0.5 ml of concentrated hydrochloric acid were added. Then the mixture was heated to reflux for 10 minutes. The product crystallized at room temperature. It was washed with ethanol and dried in the dessicator. 8.7 g of a white solid were obtained (overall yield 80%). RXN SMILES: O1CCCCC1[O:7][C@@H:8]1[CH2:12][O:11][CH:10]2[C@@H:13]([O:16][CH2:17][C:18]3[CH:23]=[CH:22][C:21]([CH:24]=[CH:25][C:26]4[CH:31]=[CH:30][C:29]([O:32][CH2:33][CH2:34][CH2:35][CH2:36][CH2:37][CH3:38])=[CH:28][CH:27]=4)=[CH:20][CH:19]=3)[CH2:14][O:15][CH:9]12.Cl>C(O)C>[OH:7][C@@H:8]1[CH2:12][O:11][CH:10]2[C@@H:13]([O:16][CH2:17][C:18]3[CH:19]=[CH:20][C:21]([CH:24]=[CH:25][C:26]4[CH:27]=[CH:28][C:29]([O:32][CH2:33][CH2:34][CH2:35][CH2:36][CH2:37][CH3:38])=[CH:30][CH:31]=4)=[CH:22][CH:23]=3)[CH2:14][O:15][CH:9]12. The product is O[C@H]1C2C(OC1)[C@H](CO2)OCC2=CC=C(C=C2)C=CC2=CC=C(C=C2)OCCCCCC (4-[3(R)-Hydroxy-hexahydrofuro[3,2-b]furan-6(S)-yloxy-methyl]-4′-hexyloxystilbene). Yield: 80.0%. Starting materials: CC(C)OC(=O)N1CCC(COc2ccc(Br)nc2)CC1, O=C([O-])[O-], COCCSc1ccc(B(O)O)cc1, COCCOC, [Na+], [Na+], Cl[Pd]Cl, c1ccc(P(c2ccccc2)c2ccccc2)cc1, c1ccc(P(c2ccccc2)c2ccccc2)cc1. The product is COCCSc1ccc(-c2ccc(OCC3CCN(C(=O)OC(C)C)CC3)cn2)cc1. RXN SMILES: [Br:15][c:16]1[cH:17][cH:18][c:19]([O:22][CH2:23][CH:24]2[CH2:25][CH2:26][N:27]([C:30](=[O:31])[O:32][CH:33]([CH3:34])[CH3:35])[CH2:28][CH2:29]2)[cH:20][n:21]1.[C:36](=[O:37])([O-:38])[O-:39].[CH3:1][O:2][CH2:3][CH2:4][S:5][c:6]1[cH:7][cH:8][c:9]([B:12]([OH:13])[OH:14])[cH:10][cH:11]1.[CH3:42][O:43][CH2:44][CH2:45][O:46][CH3:47].[Na+:40].[Na+:41].[Pd:48]([Cl:49])[Cl:50].[c:51]1([P:52]([c:53]2[cH:54][cH:55][cH:56][cH:57][cH:58]2)[c:59]2[cH:60][cH:61][cH:62][cH:63][cH:64]2)[cH:65][cH:66][cH:67][cH:68][cH:69]1.[c:70]1([P:71]([c:72]2[cH:73][cH:74][cH:75][cH:76][cH:77]2)[c:78]2[cH:79][cH:80][cH:81][cH:82][cH:83]2)[cH:84][cH:85][cH:86][cH:87][cH:88]1>>[CH3:1][O:2][CH2:3][CH2:4][S:5][c:6]1[cH:7][cH:8][c:9](-[c:16]2[cH:17][cH:18][c:19]([O:22][CH2:23][CH:24]3[CH2:25][CH2:26][N:27]([C:30](=[O:31])[O:32][CH:33]([CH3:34])[CH3:35])[CH2:28][CH2:29]3)[cH:20][n:21]2)[cH:10][cH:11]1.